From a dataset of the Open Reaction Database (ORD), a public repository of structured organic reaction records. describe an organic reaction: reactants, conditions, products, and yield Reactants: O=C([O-])O, CC(=O)N(C)C1=C(NCCS(C)=O)C(=O)c2ccccc2C1=O, ClCCl, [Na+], O=C(OO)c1cccc(Cl)c1. Product: CC(=O)N(C)C1=C(NCCS(C)(=O)=O)C(=O)c2ccccc2C1=O. Reaction SMILES: [C:35](=[O:36])([OH:37])[O-:38].[CH3:12][N:13]([C:14]([CH3:15])=[O:16])[C:17]1=[C:26]([NH:27][CH2:28][CH2:29][S:30](=[O:31])[CH3:32])[C:25](=[O:33])[c:24]2[c:19]([cH:20][cH:21][cH:22][cH:23]2)[C:18]1=[O:34].[Cl:40][CH2:41][Cl:42].[Na+:39].[OH:1][O:2][C:3]([c:4]1[cH:5][c:6]([Cl:7])[cH:8][cH:9][cH:10]1)=[O:11]>>[O:1]=[S:30]([CH2:29][CH2:28][NH:27][C:26]1=[C:17]([N:13]([CH3:12])[C:14]([CH3:15])=[O:16])[C:18](=[O:34])[c:19]2[cH:20][cH:21][cH:22][cH:23][c:24]2[C:25]1=[O:33])(=[O:31])[CH3:32]. Reactants: C(=C)C=1C=CC(=NC1)N (5-vinylpyridin-2-yl amine). Reagents/catalysts: [C].[Pd] (palladium-carbon). The solvent is C(C)(=O)OCC (ethyl acetate). The product is C(C)C=1C=CC(=NC1)N (5-Ethylpyridin-2-yl amine). The yield is 94.4%. RXN SMILES: [CH:1]([C:3]1[CH:4]=[CH:5][C:6]([NH2:9])=[N:7][CH:8]=1)=[CH2:2]>C(OCC)(=O)C.[C].[Pd]>[CH2:1]([C:3]1[CH:4]=[CH:5][C:6]([NH2:9])=[N:7][CH:8]=1)[CH3:2] |f:2.3|. Reported procedure: 0.25 g 5-vinylpyridin-2-yl amine (compound in Production Example 326) and 0.1 g of 10% palladium-carbon were stirred in 5 mL ethyl acetate at room temperature for 2 hours under hydrogen atmosphere. The reaction solution was purified by NH silica gel column chromatography (ethyl acetate), to give 0.24 g of the title compound as a pale yellow oil. Reactants: CCOC(=O)Cl, COc1ccc(N)c(C2OCCO2)c1OC, [Na+], C1CCOC1, [OH-], O. Yields the product CCOC(=O)Nc1ccc(OC)c(OC)c1C1OCCO1. RXN SMILES: [CH2:1]([CH3:2])[O:3][C:4](=[O:5])[Cl:6].[CH2:7]1[CH2:8][O:9][CH:10]([c:11]2[c:12]([NH2:21])[cH:13][cH:14][c:15]([O:19][CH3:20])[c:16]2[O:17][CH3:18])[O:22]1.[Na+:24].[O:25]1[CH2:26][CH2:27][CH2:28][CH2:29]1.[OH-:23].[OH2:30]>>[CH2:1]([CH3:2])[O:3][C:4](=[O:5])[NH:21][c:12]1[c:11]([CH:10]2[O:9][CH2:8][CH2:7][O:22]2)[c:16]([O:17][CH3:18])[c:15]([O:19][CH3:20])[cH:14][cH:13]1. Starting materials: C(C)(C)O (isopropanol), ClC1=CC=C(OC=2C=NC=CC2)C=C1 (3-(p-chlorophenoxy)pyridine), C(C)(=O)OO (peracetic acid). Run in C(C)(=O)O (acetic acid), C(C)(=O)O (acetic acid). Run at temperature 70 celsius. The product is ClC1=CC=C(OC=2C=[N+](C=CC2)[O-])C=C1 (3-(p-chlorophenoxy)pyridine N-oxide). As a reaction SMILES: [Cl:1][C:2]1[CH:14]=[CH:13][C:5]([O:6][C:7]2[CH:8]=[N:9][CH:10]=[CH:11][CH:12]=2)=[CH:4][CH:3]=1.C(OO)(=[O:17])C.C(O)(C)C>C(O)(=O)C>[Cl:1][C:2]1[CH:14]=[CH:13][C:5]([O:6][C:7]2[CH:8]=[N+:9]([O-:17])[CH:10]=[CH:11][CH:12]=2)=[CH:4][CH:3]=1. Procedure: A solution of 93 g of 3-(p-chlorophenoxy)pyridine [Agr. Biol. Chem. 34, 68 (1970)] in 100 ml of glacial acetic acid is treated with 95 g of 40% peracetic acid in acetic acid in four equal portions. The mixture is heated at 35°-40° C. for 16 hours and than refluxed 1 hour. The mixture is cooled to 70° C., 100 ml of isopropanol is added and the reaction heated at 95° C. for 2 hours. The mixture is concentrated in vacuo and dissolved in 700 ml of dichloromethane. The solution is washed with 25 ml o... Reactants: [N+](=O)([O-])C1=CC=C2C=3C=CC(=CC3CC2=C1)CCC(C)=O (4-(7-nitro-2-fluorenyl)-butan-2-one), oxide. Run in CO (methanol). Product: NC1=CC=C2C=3C=CC(=CC3CC2=C1)CCC(C)=O (4-(7-amino-2-fluorenyl)-butan-2-one). RXN SMILES: [N+:1]([C:4]1[CH:16]=[C:15]2[C:7]([C:8]3[CH:9]=[CH:10][C:11]([CH2:17][CH2:18][C:19](=[O:21])[CH3:20])=[CH:12][C:13]=3[CH2:14]2)=[CH:6][CH:5]=1)([O-])=O>CO>[NH2:1][C:4]1[CH:16]=[C:15]2[C:7]([C:8]3[CH:9]=[CH:10][C:11]([CH2:17][CH2:18][C:19](=[O:21])[CH3:20])=[CH:12][C:13]=3[CH2:14]2)=[CH:6][CH:5]=1. Procedure: To 400 ml of methanol were added 5.62 grams of 4-(7-nitro-2-fluorenyl)-butan-2-one and 280 mg of platinic oxide (monohydrate) and subjected to catalytic reduction at ordinary pressure. The catalyst was removed by filtration and methanol was removed by evaporation in vacuo. To the residue was added small amount of methanol and the crystals separated out were collected by filtration to give 4-(7-amino-2-fluorenyl)-butan-2-one, m.p. 116°-117° C.